The task is: describe an organic reaction: reactants, conditions, products, and yield. This data is from the Open Reaction Database (ORD), a public repository of structured organic reaction records. Starting materials: C1CCNC1, CC(C)=O, CCOC(C)=O, CC(=O)c1ccc(F)cc1O, c1ccccc1. The product is CC1(C)CC(=O)c2ccc(F)cc2O1. RXN SMILES: [CH2:16]1[CH2:17][NH:18][CH2:19][CH2:20]1.[CH3:12][C:13]([CH3:14])=[O:15].[CH3:27][CH2:28][O:29][C:30](=[O:31])[CH3:32].[F:1][c:2]1[cH:3][c:4]([OH:11])[c:5]([C:8]([CH3:9])=[O:10])[cH:6][cH:7]1.[cH:21]1[cH:22][cH:23][cH:24][cH:25][cH:26]1>>[F:1][c:2]1[cH:3][c:4]2[c:5]([cH:6][cH:7]1)[C:8](=[O:10])[CH2:9][C:13]([CH3:12])([CH3:14])[O:11]2. Starting materials: C(C)(C)(C)OC(N[C@H]1[C@@H](CCCC1)CC1=CC(=C(C=C1)N1S(N(C(C1)=O)CC[Si](C)(C)C)(=O)=O)OCC1=CC=CC=C1)=O (((1R*,2S*)-2-{3-Benzyloxy-4-[1,1,4-trioxo-5-(2-trimethylsilanylethyl)-1,2,5-thiadiazolidin-2-yl]-benzyl}-cyclohexyl)-carbamic Acid Tert-butyl Ester). Run in C(=O)(C(F)(F)F)O.C(Cl)Cl (TFA methylene chloride). Yields the product N[C@H]1[C@@H](CCCC1)CC1=CC(=C(C=C1)N1CC(N(S1(=O)=O)CC[Si](C)(C)C)=O)OCC1=CC=CC=C1 (5-[4-((1S*,2R*)-2-Aminocyclohexylmethyl)-2-benzyloxyphenyl]-1,1-dioxo-2-(2-trimethylsilanylethyl)-1,2,5-thiadiazolidin-3-one). Reaction SMILES: C(OC(=O)[NH:7][C@@H:8]1[CH2:13][CH2:12][CH2:11][CH2:10][C@H:9]1[CH2:14][C:15]1[CH:20]=[CH:19][C:18]([N:21]2[CH2:25][C:24](=[O:26])[N:23]([CH2:27][CH2:28][Si:29]([CH3:32])([CH3:31])[CH3:30])[S:22]2(=[O:34])=[O:33])=[C:17]([O:35][CH2:36][C:37]2[CH:42]=[CH:41][CH:40]=[CH:39][CH:38]=2)[CH:16]=1)(C)(C)C>C(O)(C(F)(F)F)=O.C(Cl)Cl>[NH2:7][C@@H:8]1[CH2:13][CH2:12][CH2:11][CH2:10][C@H:9]1[CH2:14][C:15]1[CH:20]=[CH:19][C:18]([N:21]2[S:22](=[O:34])(=[O:33])[N:23]([CH2:27][CH2:28][Si:29]([CH3:31])([CH3:32])[CH3:30])[C:24](=[O:26])[CH2:25]2)=[C:17]([O:35][CH2:36][C:37]2[CH:38]=[CH:39][CH:40]=[CH:41][CH:42]=2)[CH:16]=1 |f:1.2|. Reported procedure: A solution of ((1R*,2S*)-2-{3-benzyloxy-4-[1,1,4-trioxo-5-(2-trimethylsilanylethyl)-1,2,5-thiadiazolidin-2-yl]-benzyl}-cyclohexyl)-carbamic acid tert-butyl ester (Example 66, step C) (150 mg, 0.238 mmol) in 2 mL of TFA/methylene chloride (1:1) is stirred at RT for 15 min. The solvent is removed under reduced pressure to give the title compound which is used directly in the next step. Starting materials: C(C)(C)(C)OC(=O)N1CCC(CC1)NC1=NC=C(C=C1)C(N)=O (4-(5-carbamoyl-pyridin-2-ylamino)-piperidine-1-carboxylic acid tert-butyl ester), Cl (HCl). Solvent: O1CCOCC1 (dioxane). Yields the product Cl.Cl.N1CCC(CC1)NC1=NC=C(C(=O)N)C=C1 (6-(Piperidin-4-ylamino)-nicotinamide dihydrochloride). Reaction SMILES: C(OC([N:8]1[CH2:13][CH2:12][CH:11]([NH:14][C:15]2[CH:20]=[CH:19][C:18]([C:21](=[O:23])[NH2:22])=[CH:17][N:16]=2)[CH2:10][CH2:9]1)=O)(C)(C)C.[ClH:24]>O1CCOCC1>[ClH:24].[ClH:24].[NH:8]1[CH2:13][CH2:12][CH:11]([NH:14][C:15]2[CH:20]=[CH:19][C:18]([C:21]([NH2:22])=[O:23])=[CH:17][N:16]=2)[CH2:10][CH2:9]1 |f:3.4.5|. Procedure: A solution of 4-(5-carbamoyl-pyridin-2-ylamino)-piperidine-1-carboxylic acid tert-butyl ester (0.63 g, 1.97 mmol) in 4 M HCl in dioxane (20 mL) was stirred at rt for 1 h. The solvent was removed under reduced pressure and the crude product used in the consecutive step without further purification assuming quantitative deprotection and formation of the dihydrochloride salt. MS (ISP): 221.4 [M+H]+. Starting materials: Compound 11, FC1=C(CBr)C=CC=C1 (2-fluorobenzyl bromide), COP(OC)OC (trimethylphosphite). Yields the product FC1=C(CP(OC)(OC)=O)C=CC=C1 (2-Fluorobenzylphosphonic acid, dimethyl ester). As a reaction SMILES: [F:1][C:2]1[CH:9]=[CH:8][CH:7]=[CH:6][C:3]=1[CH2:4]Br.[CH3:10][O:11][P:12]([O:15]C)[O:13][CH3:14]>>[F:1][C:2]1[CH:9]=[CH:8][CH:7]=[CH:6][C:3]=1[CH2:4][P:12](=[O:15])([O:13][CH3:14])[O:11][CH3:10]. Reported procedure: Following the procedure of Compound 11, 2-fluorobenzyl bromide is reacted with trimethylphosphite. The reactants are C(C)(=O)OC=1C=C2C(=NC=NC2=CC1)Cl (6-acetoxy-4-chloroquinazoline), N1=C(C=CC=C1)COC=1C(=CC(=CC1)N)C (5-amino-2-tolyl 2-pyridylmethyl ether). Yields the product C(C)(=O)OC=1C=C2C(=NC=NC2=CC1)NC1=CC(=C(C=C1)OCC1=NC=CC=C1)C (6-acetoxy-4-[3-methyl-4-(2-pyridylmethoxy)anilino]quinazoline). Isolated yield 35.0%. As a reaction SMILES: [C:1]([O:4][C:5]1[CH:6]=[C:7]2[C:12](=[CH:13][CH:14]=1)[N:11]=[CH:10][N:9]=[C:8]2Cl)(=[O:3])[CH3:2].[N:16]1[CH:21]=[CH:20][CH:19]=[CH:18][C:17]=1[CH2:22][O:23][C:24]1[C:25]([CH3:31])=[CH:26][C:27]([NH2:30])=[CH:28][CH:29]=1>>[C:1]([O:4][C:5]1[CH:6]=[C:7]2[C:12](=[CH:13][CH:14]=1)[N:11]=[CH:10][N:9]=[C:8]2[NH:30][C:27]1[CH:28]=[CH:29][C:24]([O:23][CH2:22][C:17]2[CH:18]=[CH:19][CH:20]=[CH:21][N:16]=2)=[C:25]([CH3:31])[CH:26]=1)(=[O:3])[CH3:2]. Procedure details: Using an analogous procedure to that described in Example 1, 6-acetoxy-4-chloroquinazoline was reacted with 5-amino-2-tolyl 2-pyridylmethyl ether to give 6-acetoxy-4-[3-methyl-4-(2-pyridylmethoxy)anilino]quinazoline in 35% yield, m.p. 149°-151° C.;